The task is: describe an organic reaction: reactants, conditions, products, and yield. This data is from the Open Reaction Database (ORD), a public repository of structured organic reaction records. Reactants: CC(C)(C)N, CNC(=O)c1c(-c2ccc(F)cc2)sc2ccc(-c3cccc(C(=O)O)c3)cc12, O=C(O)C(F)(F)F. The product is CNC(=O)c1c(-c2ccc(F)cc2)sc2ccc(-c3cccc(C(=O)NC(C)(C)C)c3)cc12. As a reaction SMILES: [CH3:30][C:31]([CH3:32])([CH3:33])[NH2:34].[F:1][c:2]1[cH:3][cH:4][c:5](-[c:8]2[c:9]([C:26]([NH:27][CH3:28])=[O:29])[c:10]3[c:11]([s:12]2)[cH:13][cH:14][c:15](-[c:17]2[cH:18][c:19]([C:20](=[O:21])[OH:22])[cH:23][cH:24][cH:25]2)[cH:16]3)[cH:6][cH:7]1.[F:35][C:36]([F:37])([F:38])[C:39]([OH:40])=[O:41]>>[F:1][c:2]1[cH:3][cH:4][c:5](-[c:8]2[c:9]([C:26]([NH:27][CH3:28])=[O:29])[c:10]3[c:11]([s:12]2)[cH:13][cH:14][c:15](-[c:17]2[cH:18][c:19]([C:20](=[O:21])[NH:34][C:31]([CH3:30])([CH3:32])[CH3:33])[cH:23][cH:24][cH:25]2)[cH:16]3)[cH:6][cH:7]1.